Dataset: the Open Reaction Database (ORD), a public repository of structured organic reaction records. Task: describe an organic reaction: reactants, conditions, products, and yield Starting materials: S(=O)(=O)(C1=CC=C(C)C=C1)N1C=CC2=C1N=CC=1N2C(=NN1)C12CCC(CC1)(CC2)N (4-(6-tosyl-6H-pyrrolo[2,3-e][1,2,4]triazolo[4,3-a]pyrazin-1-yl)bicyclo[2.2.2]octan-1-amine), ClC=1OC2=C(N1)C=CC=C2 (2-chlorobenzo[d]oxazole), C(=O)([O-])[O-].[K+].[K+] (K2CO3). The solvent is CN(C)C=O (DMF). Run at temperature 65 celsius. The product is S(=O)(=O)(C1=CC=C(C)C=C1)N1C=CC2=C1N=CC=1N2C(=NN1)C12CCC(CC1)(CC2)NC=2OC1=C(N2)C=CC=C1 (N-(4-(6-tosyl-6H-pyrrolo[2,3-e][1,2,4]triazolo[4,3-a]pyrazin-1-yl)bicyclo[2.2.2]octan-1-yl)benzo[d]oxazol-2-amine). Isolated yield 102.1%. As a reaction SMILES: [S:1]([N:11]1[C:15]2[N:16]=[CH:17][C:18]3[N:19]([C:20]([C:23]45[CH2:30][CH2:29][C:26]([NH2:31])([CH2:27][CH2:28]4)[CH2:25][CH2:24]5)=[N:21][N:22]=3)[C:14]=2[CH:13]=[CH:12]1)([C:4]1[CH:10]=[CH:9][C:7]([CH3:8])=[CH:6][CH:5]=1)(=[O:3])=[O:2].Cl[C:33]1[O:34][C:35]2[CH:41]=[CH:40][CH:39]=[CH:38][C:36]=2[N:37]=1.C([O-])([O-])=O.[K+].[K+]>CN(C=O)C>[S:1]([N:11]1[C:15]2[N:16]=[CH:17][C:18]3[N:19]([C:20]([C:23]45[CH2:30][CH2:29][C:26]([NH:31][C:33]6[O:34][C:35]7[CH:41]=[CH:40][CH:39]=[CH:38][C:36]=7[N:37]=6)([CH2:27][CH2:28]4)[CH2:25][CH2:24]5)=[N:21][N:22]=3)[C:14]=2[CH:13]=[CH:12]1)([C:4]1[CH:10]=[CH:9][C:7]([CH3:8])=[CH:6][CH:5]=1)(=[O:3])=[O:2] |f:2.3.4|. Procedure: A pear shaped flask was charged with 4-(6-tosyl-6H-pyrrolo[2,3-e][1,2,4]triazolo[4,3-a]pyrazin-1-yl)bicyclo[2.2.2]octan-1-amine (0.20 g, 0.46 mmol, Example #7, Step B) and 2-chlorobenzo[d]oxazole (0.18 g, 1.1 mmol, TCI) in DMF (5.0 mL). To the suspension was added K2CO3 (0.16 g, 1.1 mmol) and the mixture was heated to about 65° C. for about 8.5 h. The mixture was cooled to room temperature and the solvent was removed under reduced pressure. The residue was dissolved into EtOAc (25 mL) and washed... Reactants: Br, O=C([O-])O, CCO, Cl, Cl, Cl, Cl, [Na+], O, O, COc1ccc2c(c1)OC(CNCCCOc1ccc3cccnc3c1)CO2. Product: Oc1ccc2c(c1)OC(CNCCCOc1ccc3cccnc3c1)CO2. Reaction SMILES: [BrH:43].[C:32](=[O:33])([OH:34])[O-:35].[CH3:37][CH2:38][OH:39].[ClH:2].[ClH:3].[ClH:41].[ClH:42].[Na+:36].[OH2:1].[OH2:40].[n:4]1[cH:5][cH:6][cH:7][c:8]2[cH:9][cH:10][c:11]([O:14][CH2:15][CH2:16][CH2:17][NH:18][CH2:19][CH:20]3[CH2:21][O:22][c:23]4[c:24]([cH:26][c:27]([O:30][CH3:31])[cH:28][cH:29]4)[O:25]3)[cH:12][c:13]12>>[n:4]1[cH:5][cH:6][cH:7][c:8]2[cH:9][cH:10][c:11]([O:14][CH2:15][CH2:16][CH2:17][NH:18][CH2:19][CH:20]3[CH2:21][O:22][c:23]4[c:24]([cH:26][c:27]([OH:30])[cH:28][cH:29]4)[O:25]3)[cH:12][c:13]12. Reaction SMILES: [CH3:1][C:2]1[CH:3]=[C:4]([NH:9][C:10](=[O:19])/[CH:11]=[CH:12]/C2C=CC=CC=2)[CH:5]=[CH:6][C:7]=1[CH3:8].[Al+3].[Cl-].[Cl-].[Cl-].ClC1C=C2C(=CC=1Cl)N(CC(O)=O)C(=O)C=C2>>[CH3:8][C:7]1[CH:6]=[C:5]2[C:4](=[CH:3][C:2]=1[CH3:1])[NH:9][C:10](=[O:19])[CH:11]=[CH:12]2 |f:1.2.3.4|. The product is CC=1C=C2C=CC(NC2=CC1C)=O (6,7-Dimethyl-2(1H)-quinolinone). Procedure details: A mixture of (2E)-N-(3,4-dimethylphenyl)-3-phenyl-2-propenamide (5.86 g, 23.3 mmol) and AlCl3 (15.6 g, 116.57 mmol) was heated slowly until the mixture became liquefied and then subsequently congealed to form a solid cake. Ice was slowly added to break up the hardened material. The mixture was vigorously stirred for 2 h. The solid material was collected and washed with 2 N HCl solution, water, and ether to obtain a white mixture of product A and B above (3.8 g, 94%), MS (ES) m/e 176 [M+H]+ Conditions: time 2 hour. Starting materials: CC=1C=C(C=CC1C)NC(\C=C\C1=CC=CC=C1)=O ((2E)-N-(3,4-dimethylphenyl)-3-phenyl-2-propenamide), [Al+3].[Cl-].[Cl-].[Cl-] (AlCl3), ClC=1C=C2C=CC(N(C2=CC1Cl)CC(=O)O)=O ((6,7-dichloro-2-oxo-1(2H)-quinolinyl)acetic acid).